This data is from the Open Reaction Database (ORD), a public repository of structured organic reaction records. The task is: describe an organic reaction: reactants, conditions, products, and yield Starting materials: CC(c1ccc(Br)cc1)N1CCC(CCN(C)S(C)(=O)=O)(c2ccccc2)OC1=O, Cc1cc(B(O)O)ccn1. The product is Cc1cc(-c2ccc(C(C)N3CCC(CCN(C)S(C)(=O)=O)(c4ccccc4)OC3=O)cc2)ccn1. RXN SMILES: [Br:1][c:2]1[cH:3][cH:4][c:5]([CH:8]([CH3:9])[N:10]2[C:11](=[O:30])[O:12][C:13]([c:16]3[cH:17][cH:18][cH:19][cH:20][cH:21]3)([CH2:22][CH2:23][N:24]([S:25](=[O:26])(=[O:27])[CH3:28])[CH3:29])[CH2:14][CH2:15]2)[cH:6][cH:7]1.[CH3:31][c:32]1[n:33][cH:34][cH:35][c:36]([B:38]([OH:39])[OH:40])[cH:37]1>>[c:2]1(-[c:36]2[cH:35][cH:34][n:33][c:32]([CH3:31])[cH:37]2)[cH:3][cH:4][c:5]([CH:8]([CH3:9])[N:10]2[C:11](=[O:30])[O:12][C:13]([c:16]3[cH:17][cH:18][cH:19][cH:20][cH:21]3)([CH2:22][CH2:23][N:24]([S:25](=[O:26])(=[O:27])[CH3:28])[CH3:29])[CH2:14][CH2:15]2)[cH:6][cH:7]1.